From a dataset of the Open Reaction Database (ORD), a public repository of structured organic reaction records. describe an organic reaction: reactants, conditions, products, and yield Reactants: ClC1=C(CN2C(C3=CC=C(C=C3C2=O)C(=O)O)=O)C=CC=C1 (2-(2-chloro-benzyl)-1,3-dioxo-2,3-dihydro-1H-isoindol-5-carboxylic acid), CC1N(CCCC1)CCCN (3-(2-methylpiperidin-1-yl)propan-1-amine). The product is [Cl-].ClC1=C(CN2C(C3=CC=C(C=C3C2=O)C(=O)NCCC[NH+]2C(CCCC2)C)=O)C=CC=C1 (1-(3-{[2-(2-chloro-benzyl)-1,3-dioxo-2,3-dihydro-1H-isoindol-5-carbonyl]-amino}-propyl)-2-methyl-piperidinium chloride). Reaction SMILES: [Cl:1][C:2]1[CH:22]=[CH:21][CH:20]=[CH:19][C:3]=1[CH2:4][N:5]1[C:13](=[O:14])[C:12]2[C:7](=[CH:8][CH:9]=[C:10]([C:15]([OH:17])=O)[CH:11]=2)[C:6]1=[O:18].[CH3:23][CH:24]1[CH2:29][CH2:28][CH2:27][CH2:26][N:25]1[CH2:30][CH2:31][CH2:32][NH2:33]>>[Cl-:1].[Cl:1][C:2]1[CH:22]=[CH:21][CH:20]=[CH:19][C:3]=1[CH2:4][N:5]1[C:13](=[O:14])[C:12]2[C:7](=[CH:8][CH:9]=[C:10]([C:15]([NH:33][CH2:32][CH2:31][CH2:30][NH+:25]3[CH2:26][CH2:27][CH2:28][CH2:29][CH:24]3[CH3:23])=[O:17])[CH:11]=2)[C:6]1=[O:18] |f:2.3|. Reported procedure: 2-(2-chloro-benzyl)-1,3-dioxo-2,3-dihydro-1H-isoindol-5-carboxylic acid (100 mg, 0.316 mmol) and 3-(2-methylpiperidin-1-yl)propan-1-amine (138 μL, 0.792 mmol) were reacted with each other. Target compound in the amount of 92 mg (60%) was obtained by following the procedure described in Example 1. Reactants: NC=1SC2=C(N1)C=CC(=C2)OC (2-Amino-6-methoxybenzothiazole), Br (HBr). Product: NC=1SC2=C(N1)C=CC(=C2)O (2-Amino-6-hydroxybenzothiazole). Reaction SMILES: [NH2:1][C:2]1[S:3][C:4]2[CH:10]=[C:9]([O:11]C)[CH:8]=[CH:7][C:5]=2[N:6]=1.Br>>[NH2:1][C:2]1[S:3][C:4]2[CH:10]=[C:9]([OH:11])[CH:8]=[CH:7][C:5]=2[N:6]=1. Reported procedure: 2-Amino-6-methoxybenzothiazole is reacted with hot aqueous HBr for about 3 hrs and then the clear solution is cooled to ambient temperature overnight. The precipitated solids are collected, dissolved in hot water and the pH is adjusted to between 4.5-5.5. The resultant solids are collected, dried and recrystallized from Isopropanol. Second crop material is collected. The solids are vacuum dried to give Intermediate 1.